Task: describe an organic reaction: reactants, conditions, products, and yield. Dataset: the Open Reaction Database (ORD), a public repository of structured organic reaction records Starting materials: CC(C=O)(C)N1C=NC(=C1)[N+](=O)[O-] (2-Methyl-2-(4-nitro-imidazol-1-yl)-propionaldehyde), CNC (dimethyl amine). Product: CN(CC(C)(N1C=NC(=C1)[N+](=O)[O-])C)C (Dimethyl-[2-methyl-2-(4-nitro-imidazol-1-yl)-propyl]-amine). RXN SMILES: [CH3:1][C:2]([N:6]1[CH:10]=[C:9]([N+:11]([O-:13])=[O:12])[N:8]=[CH:7]1)([CH3:5])[CH:3]=O.[CH3:14][NH:15][CH3:16]>>[CH3:14][N:15]([CH3:16])[CH2:3][C:2]([CH3:1])([N:6]1[CH:10]=[C:9]([N+:11]([O-:13])=[O:12])[N:8]=[CH:7]1)[CH3:5]. Reported procedure: 2-Methyl-2-(4-nitro-imidazol-1-yl)-propionaldehyde was reacted with dimethyl amine to provide the title compound: H1 NMR (400 MHz, CDCl3) 1.50 (s, 6H), 2.00 (s, 6H), 2.40 (s, 2H), 7.55 (s, 1H), 7.89 (s, 1H). Starting materials: NC1=NC(=C(C(=N1)Cl)N)Cl (2,5-diamino-4,6-dichloropyrimidine), Cl.FC=1C=CC=C2[C@@H](CCOC12)N ((R)-8-fluorochroman-4-amine hydrochloride), C([O-])(O)=O.[Na+] (sodium bicarbonate). Solvent: C(CCC)O (1-butanol). Run at time 3 day. The product is ClC1=C(C(=NC(=N1)N)N[C@@H]1CCOC2=C(C=CC=C12)F)N ((R)-6-chloro-N4-(8-fluorochroman-4-yl)pyrimidine-2,4,5-triamine). Isolated yield 77.5%. RXN SMILES: [NH2:1][C:2]1[N:7]=[C:6](Cl)[C:5]([NH2:9])=[C:4]([Cl:10])[N:3]=1.Cl.[F:12][C:13]1[CH:14]=[CH:15][CH:16]=[C:17]2[C:22]=1[O:21][CH2:20][CH2:19][C@H:18]2[NH2:23].C(=O)(O)[O-].[Na+]>C(O)CCC>[Cl:10][C:4]1[N:3]=[C:2]([NH2:1])[N:7]=[C:6]([NH:23][C@H:18]2[C:17]3[C:22](=[C:13]([F:12])[CH:14]=[CH:15][CH:16]=3)[O:21][CH2:20][CH2:19]2)[C:5]=1[NH2:9] |f:1.2,3.4|. Reported procedure: 2,5-diamino-4,6-dichloropyrimidine (1.5 g, 8.37 mmol), (R)-8-fluorochroman-4-amine hydrochloride (see preparation below) (1.7 g, 8.37 mmol, 1 equiv.), sodium bicarbonate (2.46 g, 29.3 mmol, 3.5 equiv.) and 1-butanol (30 mL) were heated together at 150° C. in a sealed tube. After 3 days, when the reaction appeared to be complete (by HPLC), the reaction mixture was cooled to room temperature and the solvent was removed in vacuo. The residue was purified by flash chromatography (silica gel, elution...